This data is from the Open Reaction Database (ORD), a public repository of structured organic reaction records. The task is: describe an organic reaction: reactants, conditions, products, and yield Reactants: CCOC(=O)C1(NC(=O)c2cccc(C(F)(F)F)c2C=C(C)C)Cc2ccccc2C1, CCO, [K+], [OH-]. Yields the product CC(C)=Cc1c(C(=O)NC2(C(=O)O)Cc3ccccc3C2)cccc1C(F)(F)F. RXN SMILES: [CH2:1]([CH3:2])[O:3][C:4](=[O:5])[C:6]1([NH:15][C:16]([c:17]2[c:18]([CH:27]=[C:28]([CH3:29])[CH3:30])[c:19]([C:23]([F:24])([F:25])[F:26])[cH:20][cH:21][cH:22]2)=[O:31])[CH2:7][c:8]2[cH:9][cH:10][cH:11][cH:12][c:13]2[CH2:14]1.[CH3:34][CH2:35][OH:36].[K+:33].[OH-:32]>>[O:3]=[C:4]([OH:5])[C:6]1([NH:15][C:16]([c:17]2[c:18]([CH:27]=[C:28]([CH3:29])[CH3:30])[c:19]([C:23]([F:24])([F:25])[F:26])[cH:20][cH:21][cH:22]2)=[O:31])[CH2:7][c:8]2[cH:9][cH:10][cH:11][cH:12][c:13]2[CH2:14]1. Starting materials: COS(=O)(=O)OC, CC1OC(c2ccccc2)OCC1(C)[N+](=O)[O-], CCCCCC, ClCCl, CCOC(=O)c1cc2ccc3c4ccccc4ccc3c2[nH]1. Product: CCOC(=O)c1cc2ccc3c4ccccc4ccc3c2n1C. As a reaction SMILES: [CH3:1][O:2][S:3]([O:4][CH3:5])(=[O:6])=[O:7].[CH3:30][CH:31]1[C:32]([CH3:33])([N+:34]([O-:35])=[O:36])[CH2:37][O:38][CH:39]([c:40]2[cH:41][cH:42][cH:43][cH:44][cH:45]2)[O:46]1.[CH3:50][CH2:51][CH2:52][CH2:53][CH2:54][CH3:55].[Cl:47][CH2:48][Cl:49].[cH:8]1[c:9]([C:25](=[O:26])[O:27][CH2:28][CH3:29])[nH:10][c:11]2[c:12]3[c:13]([cH:14][cH:15][c:16]12)[c:17]1[cH:18][cH:19][cH:20][cH:21][c:22]1[cH:23][cH:24]3>>[CH3:1][n:10]1[c:9]([C:25](=[O:26])[O:27][CH2:28][CH3:29])[cH:8][c:16]2[c:11]1[c:12]1[c:13]([cH:14][cH:15]2)[c:17]2[cH:18][cH:19][cH:20][cH:21][c:22]2[cH:23][cH:24]1. The reactants are Cl.N[C@H]1[C@@H](C1)C1=CC=C(C=C1)NC(=O)C1=CC=C(C=C1)C1=CC=CC=C1 (N-[4-(trans-2-aminocyclopropyl)phenyl]biphenyl-4-carboxamide hydrochloride), C(C1=CC=CC=C1)=O (benzaldehyde), C(O)([O-])=O.[Na+] (sodium hydrogen carbonate), [BH4-].[Na+] (sodium borohydride). Run in CO (methanol), O (water). Conditions: temperature 70 celsius, time 1 hour. Yields the product C(C1=CC=CC=C1)N[C@H]1[C@@H](C1)C1=CC=C(C=C1)NC(=O)C1=CC=C(C=C1)C1=CC=CC=C1 (N-{4-[trans-2-(benzylamino)cyclopropyl]phenyl}biphenyl-4-carboxamide). RXN SMILES: Cl.[NH2:2][C@@H:3]1[CH2:5][C@H:4]1[C:6]1[CH:11]=[CH:10][C:9]([NH:12][C:13]([C:15]2[CH:20]=[CH:19][C:18]([C:21]3[CH:26]=[CH:25][CH:24]=[CH:23][CH:22]=3)=[CH:17][CH:16]=2)=[O:14])=[CH:8][CH:7]=1.[CH:27](=O)[C:28]1[CH:33]=[CH:32][CH:31]=[CH:30][CH:29]=1.C(=O)([O-])O.[Na+].[BH4-].[Na+]>CO.O>[CH2:27]([NH:2][C@@H:3]1[CH2:5][C@H:4]1[C:6]1[CH:7]=[CH:8][C:9]([NH:12][C:13]([C:15]2[CH:20]=[CH:19][C:18]([C:21]3[CH:26]=[CH:25][CH:24]=[CH:23][CH:22]=3)=[CH:17][CH:16]=2)=[O:14])=[CH:10][CH:11]=1)[C:28]1[CH:33]=[CH:32][CH:31]=[CH:30][CH:29]=1 |f:0.1,3.4,5.6|. Reported procedure: To a solution of N-[4-(trans-2-aminocyclopropyl)phenyl]biphenyl-4-carboxamide hydrochloride (82 mg) in methanol (2 mL) were added benzaldehyde (25 μL) and sodium hydrogen carbonate (31.5 mg). The reaction mixture was stirred at 70° C. for 1 hr, and ice-cooled to 0° C. and sodium borohydride (14.2 mg) was added. The mixture was stirred for 1 hr and water was added. The mixture was extracted with ethyl acetate, and the extract was washed with saturated brine and dried over anhydrous sodium sulfate... The reactants are [Br-], CON(C)C(=O)Cc1ccccc1, C=C[Mg+], Cl, C1CCOC1. The product is C=CC(=O)Cc1ccccc1. Reaction SMILES: [Br-:1].[CH3:5][O:6][N:7]([C:8]([CH2:9][c:10]1[cH:11][cH:12][cH:13][cH:14][cH:15]1)=[O:16])[CH3:17].[CH:2](=[CH2:3])[Mg+:4].[ClH:18].[O:19]1[CH2:20][CH2:21][CH2:22][CH2:23]1>>[CH:2](=[CH2:3])[C:8]([CH2:9][c:10]1[cH:11][cH:12][cH:13][cH:14][cH:15]1)=[O:16]. Starting materials: BrC1=C(C=C(C(=O)O)C=C1)OCC(F)(F)F (4-bromo-3-(2,2,2-trifluoroethoxy)benzoic acid), N1CCCC1 (pyrrolidin). Yields the product BrC1=C(C=C(C=C1)C(=O)N1CCCC1)OCC(F)(F)F ([4-bromo-3-(2,2,2-trifluoroethoxy)phenyl](pyrrolidin-1-yl)methanone). As a reaction SMILES: [Br:1][C:2]1[CH:10]=[CH:9][C:5]([C:6]([OH:8])=O)=[CH:4][C:3]=1[O:11][CH2:12][C:13]([F:16])([F:15])[F:14].[NH:17]1[CH2:21][CH2:20][CH2:19][CH2:18]1>>[Br:1][C:2]1[CH:10]=[CH:9][C:5]([C:6]([N:17]2[CH2:21][CH2:20][CH2:19][CH2:18]2)=[O:8])=[CH:4][C:3]=1[O:11][CH2:12][C:13]([F:16])([F:15])[F:14]. Procedure details: Starting with 4-bromo-3-(2,2,2-trifluoroethoxy)benzoic acid and pyrrolidin, Int06.06 was prepared analogously to the procedure for the preparation of Int02.05. Starting materials: C1(=CC=CC=C1)S(=O)(=O)C(CCCN1CC(CCC1)O)(C)C (1-(4-Benzenesulfonyl-4-methylpentyl)-3-hydroxypiperidine), CI (methyl iodide), [H-].[Na+] (sodium hydride). The solvent is O1CCCC1 (tetrahydrofuran). Reaction conditions: time 18 hour. Product: C1(=CC=CC=C1)S(=O)(=O)C(CCCN1CC(CCC1)OC)(C)C (1-(4-Benzenesulfonyl-4-methylpentyl)-3-methoxypiperidine). Reaction SMILES: [C:1]1([S:7]([C:10]([CH3:22])([CH3:21])[CH2:11][CH2:12][CH2:13][N:14]2[CH2:19][CH2:18][CH2:17][CH:16]([OH:20])[CH2:15]2)(=[O:9])=[O:8])[CH:6]=[CH:5][CH:4]=[CH:3][CH:2]=1.[CH3:23]I.[H-].[Na+]>O1CCCC1>[C:1]1([S:7]([C:10]([CH3:22])([CH3:21])[CH2:11][CH2:12][CH2:13][N:14]2[CH2:19][CH2:18][CH2:17][CH:16]([O:20][CH3:23])[CH2:15]2)(=[O:8])=[O:9])[CH:2]=[CH:3][CH:4]=[CH:5][CH:6]=1 |f:2.3|. Procedure details: 1-(4-Benzenesulfonyl-4-methylpentyl)-3-hydroxypiperidine (0.1 g, 0.31 mmol), methyl iodide (22 μL, 0.35 mmol) and sodium hydride (60% dispersion in mineral oil, 15 mg, 0.35 mmol) were combined in tetrahydrofuran (2 ml) and stirred at room temperature for 18 hours. The reaction was quenched by the addition of water and brine and the mixture extracted with ethyl acetate. The combined organic layers were dried (MgSO4) and concentrated in vacuo. The residue was purified by flash column chromatograph... The reactants are FC1=CC=C(C=C1)C(C(Br)C1=CC=C(C=C1)SC)=O (1-(4-fluorophenyl)-2-(4-methylthiophenyl)-2-bromoethanone), CC(C(=S)N)(C)C (2,2-dimethylthiopropionamide). Solvent: C(C)(=O)OCC (ethyl acetate), C(C)O (ethanol). Yields the product C(C)(C)(C)C=1SC(=C(N1)C1=CC=C(C=C1)F)C1=CC=C(C=C1)SC (2-(tert-butyl)-4-(4-fluorophenyl)-5-(4-methylthiophenyl)thiazole). Yield: 78.4%. As a reaction SMILES: [F:1][C:2]1[CH:7]=[CH:6][C:5]([C:8](=O)[CH:9]([C:11]2[CH:16]=[CH:15][C:14]([S:17][CH3:18])=[CH:13][CH:12]=2)Br)=[CH:4][CH:3]=1.[CH3:20][C:21]([CH3:26])([CH3:25])[C:22]([NH2:24])=[S:23]>C(O)C.C(OCC)(=O)C>[C:21]([C:22]1[S:23][C:9]([C:11]2[CH:16]=[CH:15][C:14]([S:17][CH3:18])=[CH:13][CH:12]=2)=[C:8]([C:5]2[CH:6]=[CH:7][C:2]([F:1])=[CH:3][CH:4]=2)[N:24]=1)([CH3:26])([CH3:25])[CH3:20]. Procedure details: To a solution of 2-bromo-1-(4-fluorophenyl)-2-(4-methylthiophenyl)ethanone (Example 1, Step 3) (0.196 g, 0.578 mmol) in ethanol (6 mL) in a 25 mL round bottom flask was added 2,2-dimethylthiopropionamide from Step 1 (0.071 g, 0.606 mmol) and the mixture heated to reflux overnight. The reaction was cooled to room temperature, diluted with ethyl acetate (50 mL) and this solution washed successively with Na2CO3 (10% solution) and brine, dried over Na2SO4, filtered and concentrated in vacuo yielding... The reactants are C(=O)([O-])[O-].[K+].[K+] (K2CO3), C1(=CC=CC=C1)C1=NC(=NC=C1)O (4-phenylpyrimidin-2-ol), BrCCCCCl (1-bromo-4-chlorobutane). The solvent is CN(C=O)C (N,N-dimethylformamide). Reaction conditions: time 12 hour. The product is ClCCCCN1C(N=C(C=C1)C1=CC=CC=C1)=O (1-(4-Chlorobutyl)-4-phenylpyrimidin-2(1H)-one). As a reaction SMILES: [C:1]1([C:7]2[CH:12]=[CH:11][N:10]=[C:9]([OH:13])[N:8]=2)[CH:6]=[CH:5][CH:4]=[CH:3][CH:2]=1.C([O-])([O-])=O.[K+].[K+].Br[CH2:21][CH2:22][CH2:23][CH2:24][Cl:25]>CN(C)C=O>[Cl:25][CH2:24][CH2:23][CH2:22][CH2:21][N:10]1[CH:11]=[CH:12][C:7]([C:1]2[CH:2]=[CH:3][CH:4]=[CH:5][CH:6]=2)=[N:8][C:9]1=[O:13] |f:1.2.3|. Reported procedure: 0.84 g (4.20 mmol) of 4-phenylpyrimidin-2-ol from Example 24.2 was stirred in 8.4 ml of N,N-dimethylformamide (DMF) and 0.58 g (4.20 mmol) of K2CO3 at room temperature for 1 hour. Then 0.72 g (4.20 mmol) of 1-bromo-4-chlorobutane was added dropwise, the reaction mixture was stirred at room temperature for 12 hours, and the reaction mixture was filtered and concentrated. The residue was then taken up in toluene and concentrated, and the residue was again taken up in toluene and concentrated. The ... Starting materials: C(=O)C=O (glyoxal), BrC1=CC=C(C=C1)NN (4-bromophenyl hydrazine), Cl (HCl), Cl (HCl), hexahydrate, NO (Hydroxylamine), Cl (HCl), C([O-])([O-])=O.[Na+].[Na+] (sodium carbonate), C(=O)C=O (glyoxal), C(=O)=O (CO2), mixture. Reagents/catalysts: S(=O)(=O)([O-])[O-].[Cu+2] (Copper (II) sulfate). Solvent: CO (Methanol), O (Water), O.N1=CC=CC=C1 (water pyridine). Reaction conditions: time 20 minute. The product is BrC1=CC=C(C=C1)N1[N+](=CC=N1)[O-] (2-(4-bromophenyl)-2H-1,2,3-triazole 1-oxide). Reaction SMILES: [CH:1]([CH:3]=O)=O.[NH2:5][OH:6].Cl.C(=O)([O-])[O-].[Na+].[Na+].C(=O)=O.[Br:17][C:18]1[CH:23]=[CH:22][C:21]([NH:24][NH2:25])=[CH:20][CH:19]=1>S([O-])([O-])(=O)=O.[Cu+2].O.N1C=CC=CC=1.CO.O>[Br:17][C:18]1[CH:23]=[CH:22][C:21]([N:24]2[N:25]=[CH:3][CH:1]=[N+:5]2[O-:6])=[CH:20][CH:19]=1 |f:3.4.5,8.9,10.11|. Reported procedure: Water (20 ml) was added to a flask containing glyoxal (2.0 g, 14 mmmol). Hydroxylamine.HCl (958 mg, 13.8 mmol) and sodium carbonate (1.53 g, 14.5 mmmol) were added in one portion to the glyoxal flask (CO2 evolution observed). The reaction mixture was stirred at RT for 20 minutes (reaction mixture turned yellow). Methanol (40 ml) was added to the reaction mixture and 4-bromophenyl hydrazine.HCl (3.1 g, 13.8 mmole) was added portionwise under ice cooling. The reaction mixture was then stirred at r...